This data is from the Open Reaction Database (ORD), a public repository of structured organic reaction records. The task is: describe an organic reaction: reactants, conditions, products, and yield Reactants: FC=1C=C2C(=CC(=NC2=CC1)C1=CC=CC=C1)N1CCC(CC1)C(=O)O (1-[6-fluoro-2-phenyl-4-quinolinyl]-4-piperidinecarboxylic acid), S(=O)(Cl)Cl (thionyl chloride). Run in C(Cl)Cl (methylene chloride). The product is FC=1C=C2C(=CC(=NC2=CC1)C1=CC=CC=C1)N1CCC(CC1)C(=O)Cl (1-[6-Fluoro-2-phenyl-4-quinolinyl]-4-piperidinecarbonyl chloride). RXN SMILES: [F:1][C:2]1[CH:3]=[C:4]2[C:9](=[CH:10][CH:11]=1)[N:8]=[C:7]([C:12]1[CH:17]=[CH:16][CH:15]=[CH:14][CH:13]=1)[CH:6]=[C:5]2[N:18]1[CH2:23][CH2:22][CH:21]([C:24]([OH:26])=O)[CH2:20][CH2:19]1.S(Cl)([Cl:29])=O>C(Cl)Cl>[F:1][C:2]1[CH:3]=[C:4]2[C:9](=[CH:10][CH:11]=1)[N:8]=[C:7]([C:12]1[CH:17]=[CH:16][CH:15]=[CH:14][CH:13]=1)[CH:6]=[C:5]2[N:18]1[CH2:23][CH2:22][CH:21]([C:24]([Cl:29])=[O:26])[CH2:20][CH2:19]1. Procedure: A mixture of 4 g of 1-[6-fluoro-2-phenyl-4-quinolinyl]-4-piperidinecarboxylic acid, 12 ml of thionyl chloride, and 100 ml of methylene chloride were stirred and heated under reflux for 1 hr. The reaction mixture was cooled and concentrated in vacuo to leave 4.2 g of product as a yellow solid, mp 243°-5°. The reactants are FC1=C2CCNC2=CC(=C1)F (4,6-Difluoroindoline), compound. Reagents/catalysts: [Cu] (copper). The solvent is N1=CC=CC2=CC=CC=C12 (quinoline). Conditions: temperature 200 celsius, time 5 hour. Yields the product FC1=C2C=CNC2=CC(=C1)F (4,6-difluoroindole). RXN SMILES: [F:1][C:2]1[CH:10]=[C:9]([F:11])[CH:8]=[C:7]2[C:3]=1[CH2:4][CH2:5][NH:6]2>N1C2C(=CC=CC=2)C=CC=1.[Cu]>[F:1][C:2]1[CH:10]=[C:9]([F:11])[CH:8]=[C:7]2[C:3]=1[CH:4]=[CH:5][NH:6]2. Procedure: A mixture of 3,5-difluorophenyl hydrazine hydrochloride (5.0 g) and ethyl pyruvate (4.6 ml) methyl alcohol (25 ml) was refluxed for 1 hour, and the solvent was evaporated under reduced pressure. The residual solid was triturated with hexane to give ethyl 2-(3,5-difluorophenyl hydrazino)propionate (4.65 g) as colorless crystals. mp 139-141° C. APCI-Mass m/Z 243 (M+H). (2) A suspension of the above compound (4.65 g) in toluene (47 ml) was added to polyphosphoric acid (23 g), and the mixture was re... The reactants are OC=1C=C(C=C(C1)C(O)(C)C)C(O)(C)C (5-hydroxy-α,α,α′,α′-tetramethyl-1,3-benzenedimethanol). The reagents and catalysts are [C].[Pd] (palladium-carbon). Run in C(C)O (ethanol), Cl (hydrochloric acid). Reaction conditions: time 22 hour. The product is C(C)(C)C=1C=C(C=C(C1)C(C)C)O (3,5-diisopropylphenol). Yield: 97.3%. As a reaction SMILES: [OH:1][C:2]1[CH:3]=[C:4]([C:12]([CH3:15])([CH3:14])O)[CH:5]=[C:6]([C:8]([CH3:11])([CH3:10])O)[CH:7]=1>C(O)C.Cl.[C].[Pd]>[CH:8]([C:6]1[CH:7]=[C:2]([OH:1])[CH:3]=[C:4]([CH:12]([CH3:15])[CH3:14])[CH:5]=1)([CH3:11])[CH3:10] |f:3.4|. Procedure: To a solution of 5-hydroxy-α,α,α′,α′-tetramethyl-1,3-benzenedimethanol (20.0 g, 95.1 mmol) in ethanol (600 mL), concentrated hydrochloric acid (12.0 mL) and a 10% palladium-carbon catalyst (11.0 g) were added, and the mixture was stirred under hydrogen atmosphere for 22 hours at room temperature. The reaction mixture was subjected to filtration, and the filtrate was concentrated under reduced pressure, to thereby yield a white solid. The thus-obtained solid was crystallized from hexane, to there... Reactants: O(S(=O)(=O)C(F)(F)F)S(=O)(=O)C(F)(F)F (Tf2O), C(C1=CC=CC=C1)OC1=C(C#N)C=CC(=C1)CO (2-Benzyloxy-4-hydroxymethyl-benzonitrile), ClC=1C=CC(N(C1)C1=NC=C(C=C1)CC=1N=CN(C1)C(C1=CC=CC=C1)(C1=CC=CC=C1)C1=CC=CC=C1)=O (5-chloro-5'-(1-trityl-1H-imidazol-4-ylmethyl)-[1,2']bipyridinyl-2-one), CCN(C(C)C)C(C)C (DIEA). Solvent: C(Cl)Cl (CH2Cl2). Run at temperature -78 celsius, time 1 hour. The product is C(C1=CC=CC=C1)OC1=C(C#N)C=CC(=C1)CN1C=NC=C1CC=1C=CC(=NC1)N1C(C=CC(=C1)Cl)=O (2-Benzyloxy-4-[5-(5-chloro-2-oxo-2H-[1,2']bipyridinyl-5'-ylmethyl)-imidazol-1-ylmethyl]-benzonitrile). As a reaction SMILES: [CH2:1]([O:8][C:9]1[CH:16]=[C:15]([CH2:17]O)[CH:14]=[CH:13][C:10]=1[C:11]#[N:12])[C:2]1[CH:7]=[CH:6][CH:5]=[CH:4][CH:3]=1.[Cl:19][C:20]1[CH:21]=[CH:22][C:23](=[O:57])[N:24]([C:26]2[CH:31]=[CH:30][C:29]([CH2:32][C:33]3[N:34]=[CH:35][N:36](C(C4C=CC=CC=4)(C4C=CC=CC=4)C4C=CC=CC=4)[CH:37]=3)=[CH:28][N:27]=2)[CH:25]=1.CCN(C(C)C)C(C)C.O(S(C(F)(F)F)(=O)=O)S(C(F)(F)F)(=O)=O>C(Cl)Cl>[CH2:1]([O:8][C:9]1[CH:16]=[C:15]([CH2:17][N:34]2[C:33]([CH2:32][C:29]3[CH:30]=[CH:31][C:26]([N:24]4[CH:25]=[C:20]([Cl:19])[CH:21]=[CH:22][C:23]4=[O:57])=[N:27][CH:28]=3)=[CH:37][N:36]=[CH:35]2)[CH:14]=[CH:13][C:10]=1[C:11]#[N:12])[C:2]1[CH:3]=[CH:4][CH:5]=[CH:6][CH:7]=1. Procedure: To a cooled solution (-78° C.) of 2-benzyloxy-4-hydroxymethyl-benzonitrile from step 2 (100 mg, 0.42 mmol) and 5-chloro-5'-(1-trityl-1H-imidazol-4-ylmethyl)-[1,2']bipyridinyl-2-one from Example 23, Step 5 (221 mg, 0.42 mmol) in CH2Cl2 (2.1 ml) was added DIEA (325 μl, 0.92 mmol) followed immediately by the addition of Tf2O (160 μl, 0.63 mmol). The reaction mixture was stirred at -78° C. for 1 hour and was then transferred to an ice bath and stirred at 0° C. for another hour. The solvent was remov... The reactants are BrCC(=O)C=1C=C(C=CC1)C(C(=O)OCC)C (Ethyl 2-[meta-(α-bromo-acetyl)-phenyl]propionate), C([O-])([O-])=O.[K+].[K+] (potassium carbonate), C1=CC=C(C(=C1)C=O)O (salicylic aldehyde). Solvent: C(C)O (ethanol). Product: O1C(=CC2=C1C=CC=C2)C(=O)C=2C=C(C=CC2)C(C(=O)OCC)C (ethyl 2-[3-(2-benzofuroyl)-phenyl]-propionate). The yield is 25.0%. RXN SMILES: Br[CH2:2][C:3]([C:5]1[CH:6]=[C:7]([CH:11]([CH3:17])[C:12]([O:14][CH2:15][CH3:16])=[O:13])[CH:8]=[CH:9][CH:10]=1)=[O:4].C(=O)([O-])[O-].[K+].[K+].[CH:24]1[CH:29]=[C:28]([CH:30]=O)[C:27]([OH:32])=[CH:26][CH:25]=1>C(O)C>[O:32]1[C:27]2[CH:26]=[CH:25][CH:24]=[CH:29][C:28]=2[CH:30]=[C:2]1[C:3]([C:5]1[CH:6]=[C:7]([CH:11]([CH3:17])[C:12]([O:14][CH2:15][CH3:16])=[O:13])[CH:8]=[CH:9][CH:10]=1)=[O:4] |f:1.2.3|. Procedure details: Ethyl 2-[meta-(α-bromo-acetyl)-phenyl]propionate (0.1 mole) is mixed with dry potassium carbonate (0.2 mole), salicylic aldehyde (0.1 mole) and ethanol (200 cc). The mixture is refluxed for 5 hours, with vigorous stirring. The initially yellow reaction medium turns brown during the heating step. The reaction mixture is then allowed to cool and the resulting precipitate is suction filtered. The alcohol is removed in vacuo. The resulting material is taken up into ethyl acetate, after which it is w... Reactants: [Br-], CC(C)(C)OC(=O)CC(=O)C(N)Cc1ccccc1, ClCCl, C[Mg+]. The product is CC(C)(C)OC(=O)CC(C)(O)C(N)Cc1ccccc1. Reaction SMILES: [Br-:20].[C:1](=[O:2])([O:3][C:4]([CH3:5])([CH3:6])[CH3:7])[CH2:8][C:9]([CH:10]([CH2:11][c:12]1[cH:13][cH:14][cH:15][cH:16][cH:17]1)[NH2:18])=[O:19].[CH2:23]([Cl:24])[Cl:25].[CH3:21][Mg+:22]>>[C:1](=[O:2])([O:3][C:4]([CH3:5])([CH3:6])[CH3:7])[CH2:8][C:9]([CH:10]([CH2:11][c:12]1[cH:13][cH:14][cH:15][cH:16][cH:17]1)[NH2:18])([OH:19])[CH3:21].